This data is from the Open Reaction Database (ORD), a public repository of structured organic reaction records. The task is: describe an organic reaction: reactants, conditions, products, and yield The reactants are CCOC(=O)C1(C2CN(C(C)c3ccccc3)C(=O)C2F)CC1, COc1ccc(P2(=S)SP(=S)(c3ccc(OC)cc3)S2)cc1, c1ccccc1. Yields the product CCOC(=O)C1(C2CN(C(C)c3ccccc3)C(=S)C2F)CC1. As a reaction SMILES: [CH2:1]([CH3:2])[O:3][C:4](=[O:5])[C:6]1([CH:9]2[CH:10]([F:23])[C:11](=[O:22])[N:12]([CH:14]([CH3:15])[c:16]3[cH:17][cH:18][cH:19][cH:20][cH:21]3)[CH2:13]2)[CH2:7][CH2:8]1.[CH3:24][O:25][c:26]1[cH:27][cH:28][c:29]([P:30]2(=[S:33])[S:31][P:32]([c:34]3[cH:35][cH:36][c:37]([O:38][CH3:39])[cH:40][cH:41]3)(=[S:42])[S:43]2)[cH:44][cH:45]1.[cH:46]1[cH:47][cH:48][cH:49][cH:50][cH:51]1>>[CH2:1]([CH3:2])[O:3][C:4](=[O:5])[C:6]1([CH:9]2[CH:10]([F:23])[C:11](=[S:33])[N:12]([CH:14]([CH3:15])[c:16]3[cH:17][cH:18][cH:19][cH:20][cH:21]3)[CH2:13]2)[CH2:7][CH2:8]1.